This data is from the Open Reaction Database (ORD), a public repository of structured organic reaction records. The task is: describe an organic reaction: reactants, conditions, products, and yield The reactants are NCCc1cc(Br)cc(Br)c1, CC(C)(C)c1ccc(CBr)cc1, O=C([O-])O, CN(C)C=O, [Na+], [Na+], [Na+], O=C([O-])[O-]. The product is CN(Cc1ccc(C(C)(C)C)cc1)Cc1cc(Br)cc(Br)c1. Reaction SMILES: [Br:1][c:2]1[cH:3][c:4]([CH2:5][CH2:6][NH2:7])[cH:8][c:9]([Br:11])[cH:10]1.[C:18]([CH3:19])([CH3:20])([CH3:21])[c:22]1[cH:23][cH:24][c:25]([CH2:26][Br:27])[cH:28][cH:29]1.[C:30](=[O:31])([OH:32])[O-:33].[CH3:35][N:36]([CH3:37])[CH:38]=[O:39].[Na+:12].[Na+:13].[Na+:34].[O-:14][C:15](=[O:16])[O-:17]>>[Br:1][c:2]1[cH:3][c:4]([CH2:5][N:36]([CH2:26][c:25]2[cH:24][cH:23][c:22]([C:18]([CH3:19])([CH3:20])[CH3:21])[cH:29][cH:28]2)[CH3:35])[cH:8][c:9]([Br:11])[cH:10]1. Product: CC(NC1CSCC1C(=O)O)c1ccccc1. As a reaction SMILES: [CH3:1][O:2][C:3](=[O:4])[CH:5]1[CH2:6][S:7][CH2:8][CH:9]1[NH:10][CH:11]([CH3:12])[c:13]1[cH:14][cH:15][cH:16][cH:17][cH:18]1.[ClH:21].[Na+:20].[O:22]1[CH2:23][CH2:24][CH2:25][CH2:26]1.[OH-:19]>>[O:2]=[C:3]([OH:4])[CH:5]1[CH2:6][S:7][CH2:8][CH:9]1[NH:10][CH:11]([CH3:12])[c:13]1[cH:14][cH:15][cH:16][cH:17][cH:18]1. The reactants are COC(=O)C1CSCC1NC(C)c1ccccc1, Cl, [Na+], C1CCOC1, [OH-]. Starting materials: CCN=C=NCCCN(C)C, CN(C)C=O, O=C(O)c1ccc(F)c(F)c1Cl, Cl, N, O, On1nnc2ccccc21. Product: NC(=O)c1ccc(F)c(F)c1Cl. Reaction SMILES: [CH3:14][N:15]([CH3:16])[CH2:17][CH2:18][CH2:19][N:20]=[C:21]=[N:22][CH2:23][CH3:24].[CH3:37][N:38]([CH3:39])[CH:40]=[O:41].[Cl:1][c:2]1[c:3]([C:4](=[O:5])[OH:6])[cH:7][cH:8][c:9]([F:12])[c:10]1[F:11].[ClH:13].[NH3:35].[OH2:36].[OH:25][n:26]1[c:27]2[cH:28][cH:29][cH:30][cH:31][c:32]2[n:33][n:34]1>>[Cl:1][c:2]1[c:3]([C:4](=[O:5])[NH2:15])[cH:7][cH:8][c:9]([F:12])[c:10]1[F:11]. Starting materials: O=C1CCC(=O)N1Br, O=C(OOC(=O)c1ccccc1)c1ccccc1, Cc1ccc(-c2ccccc2C=O)cc1, ClCCl. The product is Cc1ccc(-c2ccccc2C(=O)O)cc1. Reaction SMILES: [Br:16][N:17]1[C:18](=[O:20])[CH2:21][CH2:22][C:23]1=[O:19].[C:24]([O:25][O:26][C:27](=[O:28])[c:29]1[cH:30][cH:31][cH:32][cH:33][cH:34]1)(=[O:35])[c:36]1[cH:37][cH:38][cH:39][cH:40][cH:41]1.[CH:1](=[O:2])[c:3]1[c:4](-[c:9]2[cH:10][cH:11][c:12]([CH3:15])[cH:13][cH:14]2)[cH:5][cH:6][cH:7][cH:8]1.[Cl:42][CH2:43][Cl:44]>>[C:1](=[O:2])([c:3]1[c:4](-[c:9]2[cH:10][cH:11][c:12]([CH3:15])[cH:13][cH:14]2)[cH:5][cH:6][cH:7][cH:8]1)[OH:19]. Reactants: NC1=C(CNC(C)C)C=CC=C1 (2-amino-N-(1-methylethyl)-benzylamine), S(=O)(=O)(N)N (sulfamide). Run in N1=CC=CC=C1 (pyridine). The product is CC(C)N1S(NC2=C(C1)C=CC=C2)(=O)=O (3,4-dihydro-3-(1-methylethyl)-1H-2,1,3-benzothiadiazine-2,2-dioxide). Reaction SMILES: [NH2:1][C:2]1[CH:12]=[CH:11][CH:10]=[CH:9][C:3]=1[CH2:4][NH:5][CH:6]([CH3:8])[CH3:7].[S:13](N)(N)(=[O:15])=[O:14]>N1C=CC=CC=1>[CH3:7][CH:6]([N:5]1[CH2:4][C:3]2[CH:9]=[CH:10][CH:11]=[CH:12][C:2]=2[NH:1][S:13]1(=[O:15])=[O:14])[CH3:8]. Reported procedure: To a 500 ml 3-necked round bottom flask equipped with reflux condenser, thermometer, magnetic stirrer bar and nitrogen bubbler was charged 2-amino-N-(1-methylethyl)-benzylamine (148.0 g, 0.907 mol), sulfamide (87.9 g, 0.907 mol) and pyridine (975 ml) and the stirred solution heated at reflux for 5 hours under nitrogen (reaction followed by GC and HPLC). The reaction mixture allowed to cool, then pyridine removed under reduced pressure. The residue was dissolved in 5N hydrochloric acid (1000 ml) ... The reactants are Cl.ClC1=CC=C(C=C1)C1(CCN(CC1)[C@@H]1CNC[C@H]1O)O (trans-4-(4-chloro-phenyl)-1-(4-hydroxy-pyrrolidin-3-yl)-piperidin-4-ol hydrochloride), ClC1=NC(=NC=C1C)C(F)(F)F (4-chloro-5-methyl-2-trifluoromethyl-pyrimidine), C(C)(C)N(CC)C(C)C (diisopropylethylamine). The solvent is CN(C)C=O (DMF). The product is ClC1=CC=C(C=C1)C1(CCN(CC1)C1CN(CC1O)C1=NC(=CC(=N1)C)C(F)(F)F)O (4-(4-Chloro-phenyl)-1-[4-hydroxy-1-(4-methyl-6-trifluoromethyl-pyrimidin-2-yl)-pyrrolidin-3-yl]-piperidin-4-ol). As a reaction SMILES: Cl.[Cl:2][C:3]1[CH:8]=[CH:7][C:6]([C:9]2([OH:21])[CH2:14][CH2:13][N:12]([C@H:15]3[C@H:19]([OH:20])[CH2:18][NH:17][CH2:16]3)[CH2:11][CH2:10]2)=[CH:5][CH:4]=1.ClC1C(C)=CN=[C:25]([C:30]([F:33])([F:32])[F:31])[N:24]=1.C([N:37]([CH:40]([CH3:42])[CH3:41])[CH2:38]C)(C)C>CN(C=O)C>[Cl:2][C:3]1[CH:8]=[CH:7][C:6]([C:9]2([OH:21])[CH2:14][CH2:13][N:12]([CH:15]3[CH:19]([OH:20])[CH2:18][N:17]([C:38]4[N:37]=[C:40]([CH3:41])[CH:42]=[C:25]([C:30]([F:33])([F:32])[F:31])[N:24]=4)[CH2:16]3)[CH2:11][CH2:10]2)=[CH:5][CH:4]=1 |f:0.1|. Procedure: The title compound was prepared following general procedures described above from trans-4-(4-chloro-phenyl)-1-(4-hydroxy-pyrrolidin-3-yl)-piperidin-4-ol hydrochloride and 4-chloro-5-methyl-2-trifluoromethyl-pyrimidine in the presence of diisopropylethylamine and DMF. 1H-NMR (300 MHz, DMSO): δ 1.58 (2H, m), 1.89 (2H, m), 2.40 (3H, s), 2.60 (3H, m), 2.95 (2H, m), 3.32 (1H, m), 3.44 (1 H, m), 3.80 (2H, m), 4.32 (1H, m), 4.90 (1H, s), 5.20 (1H, d), 6.92 (1H, s), 7.42 (4H, dd). Retention Time (LC, me... Starting materials: Nc1cncc(Br)c1, Cc1ccccc1, CC1(C)OB(c2ccc(C#N)c(Cl)c2)OC1(C)C, [K+], [K+], [K+], O=C(C=Cc1ccccc1)C=Cc1ccccc1, O=C(C=Cc1ccccc1)C=Cc1ccccc1, O=C(C=Cc1ccccc1)C=Cc1ccccc1, O=P([O-])([O-])[O-], [Pd], [Pd]. The product is N#Cc1ccc(-c2cncc(N)c2)cc1Cl. RXN SMILES: [Br:19][c:20]1[cH:21][c:22]([NH2:26])[cH:23][n:24][cH:25]1.[CH3:35][c:36]1[cH:37][cH:38][cH:39][cH:40][cH:41]1.[Cl:1][c:2]1[c:3]([C:4]#[N:5])[cH:6][cH:7][c:8]([B:10]2[O:11][C:12]([CH3:13])([CH3:14])[C:15]([CH3:16])([CH3:17])[O:18]2)[cH:9]1.[K+:32].[K+:33].[K+:34].[O:44]=[C:45]([CH:46]=[CH:47][c:48]1[cH:49][cH:50][cH:51][cH:52][cH:53]1)[CH:54]=[CH:55][c:56]1[cH:57][cH:58][cH:59][cH:60][cH:61]1.[O:62]=[C:63]([CH:64]=[CH:65][c:66]1[cH:67][cH:68][cH:69][cH:70][cH:71]1)[CH:72]=[CH:73][c:74]1[cH:75][cH:76][cH:77][cH:78][cH:79]1.[O:80]=[C:81]([CH:82]=[CH:83][c:84]1[cH:85][cH:86][cH:87][cH:88][cH:89]1)[CH:90]=[CH:91][c:92]1[cH:93][cH:94][cH:95][cH:96][cH:97]1.[P:27]([O-:28])([O-:29])([O-:30])=[O:31].[Pd:42].[Pd:43]>>[Cl:1][c:2]1[c:3]([C:4]#[N:5])[cH:6][cH:7][c:8](-[c:20]2[cH:21][c:22]([NH2:26])[cH:23][n:24][cH:25]2)[cH:9]1. The product is C(C)(C)(C)OC(=O)N1CCN2C(=NN=C2CC1)Br (3-Bromo-4,5,7,8-tetrahydro-1,2,3a,6-tetraaza-azulene-6-carboxylic acid tert-butyl ester). Reaction conditions: time 16 hour. The reactants are [OH-].[Na+] (NaOH), C(C)(C)(C)OC(=O)N1CCN2C=NN=C2CC1 (4,5,7,8-tetrahydro-1,2,3a,6-tetraaza-azulene-6-carboxylic acid tert-butyl ester), [OH-].[Na+] (NaOH), BrBr (Br2), Cl (HCl). Reaction SMILES: [C:1]([O:5][C:6]([N:8]1[CH2:17][CH2:16][C:15]2[N:11]([CH:12]=[N:13][N:14]=2)[CH2:10][CH2:9]1)=[O:7])([CH3:4])([CH3:3])[CH3:2].[OH-].[Na+].[Br:20]Br.Cl>O>[C:1]([O:5][C:6]([N:8]1[CH2:17][CH2:16][C:15]2[N:11]([C:12]([Br:20])=[N:13][N:14]=2)[CH2:10][CH2:9]1)=[O:7])([CH3:4])([CH3:2])[CH3:3] |f:1.2|. The solvent is O (water). Reported procedure: To a suspension of 4,5,7,8-tetrahydro-1,2,3a,6-tetraaza-azulene-6-carboxylic acid tert-butyl ester (200 mg, 0.839 mmol) in water was added 10N NaOH until a clear solution was formed. Br2 (0.432 mL, 8.39 mmol) was then added slowly while maintaining a pH of 12 by addition of conc. NaOH. The reaction was stirred at ambient temperature for 16 hours. The reaction mixture was then acidified to pH ˜4 with 6 M HCl. The organics were extracted three times with CH2Cl2. The combined organic layers were wa... Yield: 69.5%. Reactants: Cl.NC(=N)N (guanidine hydrochloride), [Na] (sodium), Cl.ClC(=O)C1=CN(C2=NC=CC=C21)C2=NC=CC1=CC=CC=C21 (3-chlorocarbonyl-1-(isoquinolin-1-yl)-1H-pyrrolo[2,3-b]pyridine hydrochloride). Solvent: CO (methanol). The product is C1(=NC=CC2=CC=CC=C12)N1C=C(C=2C1=NC=CC2)C(=O)NC(=N)N (N-[1-(Isoquinolin-1-yl)-1H-pyrrolo[2,3-b]pyridine-3-carbonyl]guanidine). Reaction SMILES: [Na].Cl.[NH2:3][C:4]([NH2:6])=[NH:5].Cl.Cl[C:9]([C:11]1[C:19]2[C:14](=[N:15][CH:16]=[CH:17][CH:18]=2)[N:13]([C:20]2[C:29]3[C:24](=[CH:25][CH:26]=[CH:27][CH:28]=3)[CH:23]=[CH:22][N:21]=2)[CH:12]=1)=[O:10]>CO>[C:20]1([N:13]2[C:14]3=[N:15][CH:16]=[CH:17][CH:18]=[C:19]3[C:11]([C:9]([NH:5][C:4]([NH2:6])=[NH:3])=[O:10])=[CH:12]2)[C:29]2[C:24](=[CH:25][CH:26]=[CH:27][CH:28]=2)[CH:23]=[CH:22][N:21]=1 |f:1.2,3.4,^1:0|. Procedure: 0.397 g (17.28 mmol) of sodium (washed beforehand in toluene) was gradually added to 40 cm3 of methanol at a temperature in the region of 20° C. under an argon atmosphere. After dissolving with stirring, 1.685 g (17.28 mmol) of guanidine hydrochloride were added and the mixture was stirred at a temperature in the region of 20° C. for 1 h 30. The reaction mixture was filtered and then concentrated to dryness under reduced pressure (2.7 kPa). The residue was subsequently taken up in a mixture of 7...